From a dataset of the Open Reaction Database (ORD), a public repository of structured organic reaction records. describe an organic reaction: reactants, conditions, products, and yield Starting materials: BrC=1C=NC=C(C1)OC (3-bromo-5-methoxypyridine), CC1(CC=2C(=NC=NC2CC1)N1CCOC2=C(C1)C=C(C=C2)B(O)O)C ([4-(6,6-dimethyl-5,6,7,8-tetrahydroquinazolin-4-yl)-2,3,4,5-tetrahydro-1,4-benzoxazepin-7-yl]boronic acid). The product is CC1(CC=2C(=NC=NC2CC1)N1CCOC2=C(C1)C=C(C=C2)C=2C=NC=C(C2)OC)C (4-(6,6-dimethyl-5,6,7,8-tetrahydroquinazolin-4-yl)-7-[5-(methyloxy)pyridin-3-yl]-2,3,4,5-tetrahydro-1,4-benzoxazepine). RXN SMILES: Br[C:2]1[CH:3]=[N:4][CH:5]=[C:6]([O:8][CH3:9])[CH:7]=1.[CH3:10][C:11]1([CH3:35])[CH2:20][CH2:19][C:18]2[N:17]=[CH:16][N:15]=[C:14]([N:21]3[CH2:27][C:26]4[CH:28]=[C:29](B(O)O)[CH:30]=[CH:31][C:25]=4[O:24][CH2:23][CH2:22]3)[C:13]=2[CH2:12]1>>[CH3:10][C:11]1([CH3:35])[CH2:20][CH2:19][C:18]2[N:17]=[CH:16][N:15]=[C:14]([N:21]3[CH2:27][C:26]4[CH:28]=[C:29]([C:2]5[CH:3]=[N:4][CH:5]=[C:6]([O:8][CH3:9])[CH:7]=5)[CH:30]=[CH:31][C:25]=4[O:24][CH2:23][CH2:22]3)[C:13]=2[CH2:12]1. Reported procedure: Prepared according to the method of example 5 by using 3-bromo-5-methoxypyridine and [4-(6,6-dimethyl-5,6,7,8-tetrahydroquinazolin-4-yl)-2,3,4,5-tetrahydro-1,4-benzoxazepin-7-yl]boronic acid (reagent preparation 23) in step 1. 1H NMR (400 MHz, DMSO-d6): 8.49 (s, 1H), 8.40 (s, 1H), 8.26 (s, 1H), 7.75 (s, 1H), 7.59 (m, 2H), 7.07 (d, 1H), 4.65 (s, 2H), 4.35 (m, 2H), 3.90 (s, 3H), 3.84 (m, 2H), 2.67 (t, 2H), 2.44 (s, 2H), 1.57 (t, 2H), 0.82 (s, 6H); MS (EI) for C25H28N4O2: 417 (MH+).